From a dataset of the Open Reaction Database (ORD), a public repository of structured organic reaction records. describe an organic reaction: reactants, conditions, products, and yield The reactants are CCOC(C)=O, O=C(C=NO)Nc1ccc(F)cc1, O, O=S(=O)(O)O. Product: O=C1Nc2ccc(F)cc2C1=O. As a reaction SMILES: [CH3:20][CH2:21][O:22][C:23](=[O:24])[CH3:25].[F:6][c:7]1[cH:8][cH:9][c:10]([NH:13][C:14]([CH:15]=[N:16][OH:17])=[O:18])[cH:11][cH:12]1.[OH2:19].[S:1](=[O:2])(=[O:3])([OH:4])[OH:5]>>[F:6][c:7]1[cH:8][cH:9][c:10]2[c:11]([cH:12]1)[C:15](=[O:19])[C:14](=[O:18])[NH:13]2. Reactants: [BH4-], CC(C)(C)c1cc(C=Cc2cc(C=O)cc(C=Cc3cc(C(C)(C)C)cc(C(C)(C)C)c3)c2)cc(C(C)(C)C)c1, [Na+], C1CCOC1. Product: CC(C)(C)c1cc(C=Cc2cc(C=Cc3cc(C(C)(C)C)cc(C(C)(C)C)c3)cc(CO)c2)cc(C(C)(C)C)c1. Reaction SMILES: [BH4-:41].[C:1]([CH3:2])([CH3:3])([CH3:4])[c:5]1[cH:6][c:7]([CH:8]=[CH:9][c:10]2[cH:11][c:12]([CH:13]=[O:14])[cH:15][c:16]([CH:18]=[CH:19][c:20]3[cH:21][c:22]([C:30]([CH3:31])([CH3:32])[CH3:33])[cH:23][c:24]([C:26]([CH3:27])([CH3:28])[CH3:29])[cH:25]3)[cH:17]2)[cH:34][c:35]([C:37]([CH3:38])([CH3:39])[CH3:40])[cH:36]1.[Na+:42].[O:43]1[CH2:44][CH2:45][CH2:46][CH2:47]1>>[C:1]([CH3:2])([CH3:3])([CH3:4])[c:5]1[cH:6][c:7]([CH:8]=[CH:9][c:10]2[cH:11][c:12]([CH2:13][OH:14])[cH:15][c:16]([CH:18]=[CH:19][c:20]3[cH:21][c:22]([C:30]([CH3:31])([CH3:32])[CH3:33])[cH:23][c:24]([C:26]([CH3:27])([CH3:28])[CH3:29])[cH:25]3)[cH:17]2)[cH:34][c:35]([C:37]([CH3:38])([CH3:39])[CH3:40])[cH:36]1. Starting materials: O (water), C(C)(=O)Cl (acetylchloride), C(Cl)Cl (methylene chloride), [Si](C)(C)(C(C)(C)C)OCC1=CC(=C(C(C2=CC(=CC=C2)C)O)C=C1)C (4-t-Butyldimethylsilyloxymethyl-2,3'-dimethylbenzhydrol). Reagents/catalysts: CN(C)C1=NC=CC=C1 (dimethylaminopyridine). Solvent: N1=CC=CC=C1 (pyridine). Conditions: time 2 hour. Product: C(C)(=O)OC(C1=C(C=C(C=C1)CO[Si](C)(C)C(C)(C)C)C)(C1=CC(=CC=C1)C)O (α-acetoxy-4-t-butyldimethylsilyloxymethyl-2,3'-dimethylbenzhydrol). The yield is 99.0%. RXN SMILES: [Si:1]([O:8][CH2:9][C:10]1[CH:24]=[CH:23][C:13]([CH:14]([OH:22])[C:15]2[CH:20]=[CH:19][CH:18]=[C:17]([CH3:21])[CH:16]=2)=[C:12]([CH3:25])[CH:11]=1)([C:4]([CH3:7])([CH3:6])[CH3:5])([CH3:3])[CH3:2].[C:26](Cl)(=[O:28])[CH3:27].C(Cl)Cl.[OH2:33]>N1C=CC=CC=1.CN(C1C=CC=CN=1)C>[C:26]([O:22][C:14]([OH:33])([C:15]1[CH:20]=[CH:19][CH:18]=[C:17]([CH3:21])[CH:16]=1)[C:13]1[CH:23]=[CH:24][C:10]([CH2:9][O:8][Si:1]([C:4]([CH3:7])([CH3:6])[CH3:5])([CH3:2])[CH3:3])=[CH:11][C:12]=1[CH3:25])(=[O:28])[CH3:27]. Reported procedure: 4-t-Butyldimethylsilyloxymethyl-2,3'-dimethylbenzhydrol (6 g, 16.8 millimol) was dissolved in pyridine (10 ml), and thereto was added dimethylaminopyridine (200 mg, 1,6 millimol), and the mixture was cooled with ice. To the mixture were added acetylchloride (1.54 g, 19.6 millimol) and methylene chloride (10 ml). The mixture was returned to room temperature, and stirred for 2 hours. After adding water, the mixture was extracted with ethyl acetate, the organic layer was washed with in turn dil. hy... Starting materials: [BH4-], CCO, ClC(Cl)Cl, O=C1Cc2cc(C(F)(F)F)ccc2Sc2ccccc21, [Na+], O. Product: OC1Cc2cc(C(F)(F)F)ccc2Sc2ccccc21. RXN SMILES: [BH4-:21].[CH3:28][CH2:29][OH:30].[CH:24]([Cl:25])([Cl:26])[Cl:27].[F:1][C:2]([c:3]1[cH:4][c:5]2[c:6]([cH:17][cH:18]1)[S:7][c:8]1[c:9]([cH:13][cH:14][cH:15][cH:16]1)[C:10](=[O:12])[CH2:11]2)([F:19])[F:20].[Na+:22].[OH2:23]>>[F:1][C:2]([c:3]1[cH:4][c:5]2[c:6]([cH:17][cH:18]1)[S:7][c:8]1[c:9]([cH:13][cH:14][cH:15][cH:16]1)[CH:10]([OH:12])[CH2:11]2)([F:19])[F:20]. Reactants: C1(CC1)C(CC(=O)OCC)C1=NC=NC(=C1)OCC1=NC=C(C(=C1)OCC(C)C)C1=C(C=CC(=C1)OC)F (ethyl 3-cyclopropyl-3-(6-((5-(2-fluoro-5-methoxyphenyl)-4-isobutoxypyridin-2-yl)methoxy)pyrimidin-4-yl)propanoate), [OH-].[Na+] (sodium hydroxide), Cl (Hydrochloric acid). The yield is 25.7%. Reaction SMILES: [CH:1]1([CH:4]([C:11]2[CH:16]=[C:15]([O:17][CH2:18][C:19]3[CH:24]=[C:23]([O:25][CH2:26][CH:27]([CH3:29])[CH3:28])[C:22]([C:30]4[CH:35]=[C:34]([O:36][CH3:37])[CH:33]=[CH:32][C:31]=4[F:38])=[CH:21][N:20]=3)[N:14]=[CH:13][N:12]=2)[CH2:5][C:6]([O:8]CC)=[O:7])[CH2:3][CH2:2]1.[OH-].[Na+].Cl>C1COCC1.CO>[CH:1]1([CH:4]([C:11]2[CH:16]=[C:15]([O:17][CH2:18][C:19]3[CH:24]=[C:23]([O:25][CH2:26][CH:27]([CH3:29])[CH3:28])[C:22]([C:30]4[CH:35]=[C:34]([O:36][CH3:37])[CH:33]=[CH:32][C:31]=4[F:38])=[CH:21][N:20]=3)[N:14]=[CH:13][N:12]=2)[CH2:5][C:6]([OH:8])=[O:7])[CH2:2][CH2:3]1 |f:1.2|. Reaction conditions: time 1 hour. Product: C1(CC1)C(CC(=O)O)C1=NC=NC(=C1)OCC1=NC=C(C(=C1)OCC(C)C)C1=C(C=CC(=C1)OC)F (3-cyclopropyl-3-(6-((5-(2-fluoro-5-methoxyphenyl)-4-isobutoxypyridin-2-yl)methoxy)pyrimidin-4-yl)propanoic acid). Run in C1CCOC1 (THF), CO (methanol). Procedure: To a solution of ethyl 3-cyclopropyl-3-(6-((5-(2-fluoro-5-methoxyphenyl)-4-isobutoxypyridin-2-yl)methoxy)pyrimidin-4-yl)propanoate (78 mg) in THF (2.0 mL) and methanol (1.0 mL) was added 1N aqueous sodium hydroxide solution (2.0 mL), and the mixture was stirred at room temperature for 1 hr. 1N Hydrochloric acid (2.0 ml) was added to the reaction mixture at 0° C., and the mixture was extracted with ethyl acetate. The extract was washed with water and saturated brine, and dried over anhydrous magn... Reactants: solution, Grignard reagent, C(C=C(C)CCC=C(C)CCC=C(C)C)Cl (farnesyl chloride), O1CCCC1 (tetrahydrofuran), O1CCCC1 (tetrahydrofuran). The solvent is C(C)OCC (diethyl ether), CN(P(=O)(N(C)C)N(C)C)C (hexamethylphosphoramide). Conditions: time 1 hour. Product: impure material, C\C(=C/CCCCO)\CC\C=C(\CCC=C(C)C)/C ((E,E)-6,10,14-Trimethyl-5,9,13-pentadecatrien-1-ol). Reaction SMILES: [CH2:1](Cl)[CH:2]=[C:3]([CH2:5][CH2:6][CH:7]=[C:8]([CH2:10][CH2:11][CH:12]=[C:13]([CH3:15])[CH3:14])[CH3:9])[CH3:4].[O:17]1C[CH2:20][CH2:19][CH2:18]1>CN(C)P(N(C)C)(N(C)C)=O.C(OCC)C>[CH3:4]/[C:3](/[CH2:5][CH2:6]/[CH:7]=[C:8](\[CH3:9])/[CH2:10][CH2:11][CH:12]=[C:13]([CH3:15])[CH3:14])=[CH:2]\[CH2:1][CH2:20][CH2:19][CH2:18][OH:17]. Procedure: A solution of 37.5 mL (20.3 mmol, 5.1 eq.) of a 0.54M solution of Grignard reagent (Part B) in tetrahydrofuran and 9 mL of hexamethylphosphoramide at room temperature under argon was treated over 10 minutes with a solution of 955.5 mg (3.97 mmol) of farnesyl chloride (Part A) in 5 mL of tetrahydrofuran. After one hour, the reaction mixture was diluted with a mixture of 1:1 diethyl ether : hexane and quenched with 1M HCl. The organic phase was washed with three 25 mL portions of saturated NaHCO3,... The reactants are NC=1C(=NC(=CC1)Cl)C=1C=C2C(=CC=NC2=CN1)N1C[C@H](CCC1)NC(OC(C)(C)C)=O ((S)-tert-butyl 1-(6-(3-amino-6-chloropyridin-2-yl)-1,7-naphthyridin-4-yl)piperidin-3-ylcarbamate), FC1=CC=C(C=C1)B(O)O (4-fluorophenylboronic acid). Reagents/catalysts: C1=CC=C(C=C1)P([C-]2C=CC=C2)C3=CC=CC=C3.C1=CC=C(C=C1)P([C-]2C=CC=C2)C3=CC=CC=C3.Cl[Pd]Cl.[Fe+2].C(Cl)Cl (Pd(dppf)Cl2 CH2Cl2). The solvent is COCCOC (DME). Product: N[C@@H]1CN(CCC1)C1=CC=NC2=CN=C(C=C12)C1=NC(=CC=C1N)C1=CC=C(C=C1)F ((S)-2-(4-(3-aminopiperidin-1-yl)-1,7-naphthyridin-6-yl)-6-(4-fluorophenyl)pyridin-3-amine). The yield is 61.0%. As a reaction SMILES: [NH2:1][C:2]1[C:3]([C:9]2[CH:10]=[C:11]3[C:16](=[CH:17][N:18]=2)[N:15]=[CH:14][CH:13]=[C:12]3[N:19]2[CH2:24][CH2:23][CH2:22][C@H:21]([NH:25]C(=O)OC(C)(C)C)[CH2:20]2)=[N:4][C:5](Cl)=[CH:6][CH:7]=1.[F:33][C:34]1[CH:39]=[CH:38][C:37](B(O)O)=[CH:36][CH:35]=1>C1C=CC(P(C2C=CC=CC=2)[C-]2C=CC=C2)=CC=1.C1C=CC(P(C2C=CC=CC=2)[C-]2C=CC=C2)=CC=1.Cl[Pd]Cl.[Fe+2].C(Cl)Cl.COCCOC>[NH2:25][C@H:21]1[CH2:22][CH2:23][CH2:24][N:19]([C:12]2[C:11]3[C:16](=[CH:17][N:18]=[C:9]([C:3]4[C:2]([NH2:1])=[CH:7][CH:6]=[C:5]([C:37]5[CH:38]=[CH:39][C:34]([F:33])=[CH:35][CH:36]=5)[N:4]=4)[CH:10]=3)[N:15]=[CH:14][CH:13]=2)[CH2:20]1 |f:2.3.4.5.6|. Reported procedure: A solution of (S)-tert-butyl 1-(6-(3-amino-6-chloropyridin-2-yl)-1,7-naphthyridin-4-yl)piperidin-3-ylcarbamate (1.0 equiv.), 4-fluorophenylboronic acid (3.0 equiv.) and Pd(dppf)Cl2—CH2Cl2 (0.15 equiv.) in 3:1 DME/2M Na2CO3 was heated in a microwave at 120° C. for 20 minutes. Upon cooling, the solution was partitioned between EtOAc and Na2CO3(sat.) washed further with NaCl(sat.), dried over MgSO4, concentrated and purified by RP HPLC. Upon lyophilization, the Boc group was deprotected by treatmen...